From a dataset of the Open Reaction Database (ORD), a public repository of structured organic reaction records. describe an organic reaction: reactants, conditions, products, and yield The reactants are [H-].[Na+] (sodium hydride), BrCCOC1OCCCC1 (2-(2-bromoethoxy)tetrahydropyran), O (water), COC(C=1C(=C(C=C(C1)OC)CO)F)OC ((3-Dimethoxymethyl-2-fluoro-5-methoxyphenyl)methanol). The reagents and catalysts are [I-].C(CCC)[N+](CCCC)(CCCC)CCCC (tetrabutylammonium iodide). Solvent: CN(C)C=O (DMF). Conditions: time 2 hour. Yields the product COC(C=1C(=C(COCCOC2OCCCC2)C=C(C1)OC)F)OC (2-[2-(3-Dimethoxymethyl-2-fluoro-5-methoxybenzyloxy]ethoxy]tetrahydropyran). As a reaction SMILES: [CH3:1][O:2][CH:3]([O:15][CH3:16])[C:4]1[C:5]([F:14])=[C:6]([CH2:12][OH:13])[CH:7]=[C:8]([O:10][CH3:11])[CH:9]=1.[H-].[Na+].Br[CH2:20][CH2:21][O:22][CH:23]1[CH2:28][CH2:27][CH2:26][CH2:25][O:24]1.O>CN(C=O)C.[I-].C([N+](CCCC)(CCCC)CCCC)CCC>[CH3:16][O:15][CH:3]([O:2][CH3:1])[C:4]1[C:5]([F:14])=[C:6]([CH:7]=[C:8]([O:10][CH3:11])[CH:9]=1)[CH2:12][O:13][CH2:20][CH2:21][O:22][CH:23]1[CH2:28][CH2:27][CH2:26][CH2:25][O:24]1 |f:1.2,6.7|. Procedure: (3-Dimethoxymethyl-2-fluoro-5-methoxyphenyl)methanol (1.861 g) was dissolved in 10 ml of DMF, and 390 mg of sodium hydride, 300 mg of tetrabutylammonium iodide, and 1.8 ml of 2-(2-bromoethoxy)tetrahydropyran were added thereto. The mixture was stirred at room temperature for 2 hours, and then water was added thereto. The mixture was extracted with ethyl acetate. The organic layer was dried over anhydrous magnesium sulfate. The desiccating agent was removed by filtration, and the filtrate was con... Starting materials: FC(C=1C=C(C=C(C1)C(F)(F)F)[C@@H]1C[C@@H](N(C(O1)=O)CC1=C(C=CC(=C1)C(F)(F)F)I)C)(F)F ((4S,6S)-6-[3,5-bis(trifluoromethyl)phenyl]-3-[2-iodo-5-(trifluoromethyl)benzyl]-4-methyl-1,3-oxazinan-2-one), FC(C=1C=C(C=C(C1)C(F)(F)F)[C@@H]1C[C@@H](N(C(O1)=O)CC1=C(C=CC(=C1)C(F)(F)F)I)C)(F)F ((4S,6S)-6-[3,5-bis(trifluoromethyl)phenyl]-3-[2-iodo-5-(trifluoromethyl)benzyl]-4-methyl-1,3-oxazinan-2-one), COC1=C(C=C(C=C1)C(CO)(C)C)B1OC(C(O1)(C)C)(C)C (2-[4-methoxy-3-(4,4,5,5-tetramethyl-1,3,2-dioxaborolan-2-yl)phenyl]-2-methylpropan-1-ol), COC1=C(C=C(C=C1)C(CO)(C)C)B1OC(C(O1)(C)C)(C)C (2-[4-methoxy-3-(4,4,5,5-tetramethyl-1,3,2-dioxaborolan-2-yl)phenyl]-2-methylpropan-1-ol), 1-1′-bis(di tert-butylphosphino)ferrocene palladium dichloride, C(=O)([O-])[O-].[K+].[K+] (K2CO3). The solvent is C1CCOC1 (THF). The product is FC(C=1C=C(C=C(C1)C(F)(F)F)[C@@H]1C[C@@H](N(C(O1)=O)CC1=C(C=CC(=C1)C(F)(F)F)C1=C(C=CC(=C1)C(CO)(C)C)OC)C)(F)F ((4S,6S)-6-[3,5-bis(trifluoromethyl)phenyl]-3-{[5′-(2-hydroxy-1,1-dimethylethyl)-2′-methoxy-4-(trifluoromethyl)biphenyl-2-yl]methyl}-4-methyl-1,3-oxazinan-2-one). As a reaction SMILES: [F:1][C:2]([F:34])([F:33])[C:3]1[CH:4]=[C:5]([C@H:13]2[O:18][C:17](=[O:19])[N:16]([CH2:20][C:21]3[CH:26]=[C:25]([C:27]([F:30])([F:29])[F:28])[CH:24]=[CH:23][C:22]=3I)[C@@H:15]([CH3:32])[CH2:14]2)[CH:6]=[C:7]([C:9]([F:12])([F:11])[F:10])[CH:8]=1.[CH3:35][O:36][C:37]1[CH:42]=[CH:41][C:40]([C:43]([CH3:47])([CH3:46])[CH2:44][OH:45])=[CH:39][C:38]=1B1OC(C)(C)C(C)(C)O1.C([O-])([O-])=O.[K+].[K+]>C1COCC1>[F:1][C:2]([F:34])([F:33])[C:3]1[CH:4]=[C:5]([C@H:13]2[O:18][C:17](=[O:19])[N:16]([CH2:20][C:21]3[CH:26]=[C:25]([C:27]([F:30])([F:29])[F:28])[CH:24]=[CH:23][C:22]=3[C:38]3[CH:39]=[C:40]([C:43]([CH3:47])([CH3:46])[CH2:44][OH:45])[CH:41]=[CH:42][C:37]=3[O:36][CH3:35])[C@@H:15]([CH3:32])[CH2:14]2)[CH:6]=[C:7]([C:9]([F:12])([F:11])[F:10])[CH:8]=1 |f:2.3.4|. Procedure: (4S,6S)-6-[3,5-bis(trifluoromethyl)phenyl]-3-[2-iodo-5-trifluoromethyl)benzyl]-4-methyl-1,3-oxazinan-2-one (Intermediate 23; 30 mg; 0.049 mmol) was treated with 2-[4-methoxy-3-(4,4,5,5-tetramethyl-1,3,2-dioxaborolan-2-yl)phenyl]-2-methylpropan-1-ol (intermediate 26; 20 mg; 0.065 mmol), 1-1′-bis(di tert-butylphosphino)ferrocene palladium dichloride (3.2 mg; 0.0049 mmol), 1 N K2CO3 (1.2 mL) and THF (1.2 mL) as described in Example 38 to afford (4S,6S)-6-[3,5-bis(trifluoromethyl)phenyl]-3-{[5′-(2-h... The reactants are C(C)(=O)NC1(C(CN(CC1)C(=O)OCC)(C)C)C1=CC=C(C=C1)Cl (ethyl 4-acetamido-4-(4-chlorophenyl)-3,3-dimethylpiperidine-1-carboxylate), [OH-].[Na+] (NaOH), O (Water). Solvent: C(C)O (ethanol). The product is ClC1=CC=C(C=C1)C1(C(CNCC1)(C)C)N (4-(4-Chlorophenyl)-3,3-dimethylpiperidin-4-amine). Isolated yield 92.7%. RXN SMILES: C([NH:4][C:5]1([C:18]2[CH:23]=[CH:22][C:21]([Cl:24])=[CH:20][CH:19]=2)[CH2:10][CH2:9][N:8](C(OCC)=O)[CH2:7][C:6]1([CH3:17])[CH3:16])(=O)C.[OH-].[Na+].O>C(O)C>[Cl:24][C:21]1[CH:22]=[CH:23][C:18]([C:5]2([NH2:4])[CH2:10][CH2:9][NH:8][CH2:7][C:6]2([CH3:16])[CH3:17])=[CH:19][CH:20]=1 |f:1.2|. Procedure: A solution of ethyl 4-acetamido-4-(4-chlorophenyl)-3,3-dimethylpiperidine-1-carboxylate (2.04 g, 5.78 mmol) in ethanol (25 mL) was treated with 5 N NaOH (aq) (23.13 mL, 116 mmol), and the mixture was heated at reflux for two days. During the reflux, a colorless, soapy solid predipitated. Water was added until a clear solution was observed. The ethanol was removed under reduced pressure, and the aqueous mixture was extracted 4× with ethyl acetate. The combined organic layers were dried over sodiu... Starting materials: COc1ccc2c(-c3ccc(Br)cc3)nccc2c1, Br, CCOC(C)=O, CC(=O)O. Yields the product Oc1ccc2c(-c3ccc(Br)cc3)nccc2c1. Reaction SMILES: [Br:1][c:2]1[cH:3][cH:4][c:5](-[c:8]2[n:9][cH:10][cH:11][c:12]3[cH:13][c:14]([O:18][CH3:19])[cH:15][cH:16][c:17]23)[cH:6][cH:7]1.[BrH:30].[CH3:20][CH2:21][O:22][C:23](=[O:24])[CH3:25].[CH3:26][C:27](=[O:28])[OH:29]>>[Br:1][c:2]1[cH:3][cH:4][c:5](-[c:8]2[n:9][cH:10][cH:11][c:12]3[cH:13][c:14]([OH:18])[cH:15][cH:16][c:17]23)[cH:6][cH:7]1. The reactants are NC1CCN(CC1)C(=O)OC(C)(C)C (4-amino-1-(tert-butoxycarbonyl)piperidine), C(C)(=O)O (acetic acid), C(C)(=O)O[BH-](OC(C)=O)OC(C)=O.[Na+] (sodium triacetoxyborohydride), C([O-])([O-])=O.[Na+].[Na+] (sodium carbonate), ClC1=C2CNC(C2=C(C=C1)C=1N(C2=CC=C(C=C2C1)C=O)C(=O)OC(C)(C)C)=O (4-chloro-7-[1-(tert-butoxycarbonyl)-5-formylindol-2-yl]isoindolinone). The solvent is O (water), C(C)#N (acetonitrile). Yields the product ClC1=C2CNC(C2=C(C=C1)C=1N(C2=CC=C(C=C2C1)CNC1CCNCC1)C(=O)OC(C)(C)C)=O (4-chloro-7-[1-(tert-butoxycarbonyl)-5-(piperidin-4-ylaminomethyl)indol-2-yl]isoindolinone). Yield: 194.3%. As a reaction SMILES: [Cl:1][C:2]1[CH:10]=[CH:9][C:8]([C:11]2[N:12]([C:22]([O:24][C:25]([CH3:28])([CH3:27])[CH3:26])=[O:23])[C:13]3[C:18]([CH:19]=2)=[CH:17][C:16]([CH:20]=O)=[CH:15][CH:14]=3)=[C:7]2[C:3]=1[CH2:4][NH:5][C:6]2=[O:29].[NH2:30][CH:31]1[CH2:36][CH2:35][N:34](C(OC(C)(C)C)=O)[CH2:33][CH2:32]1.C(O)(=O)C.C(O[BH-](OC(=O)C)OC(=O)C)(=O)C.[Na+].C(=O)([O-])[O-].[Na+].[Na+]>C(#N)C.O>[Cl:1][C:2]1[CH:10]=[CH:9][C:8]([C:11]2[N:12]([C:22]([O:24][C:25]([CH3:28])([CH3:27])[CH3:26])=[O:23])[C:13]3[C:18]([CH:19]=2)=[CH:17][C:16]([CH2:20][NH:30][CH:31]2[CH2:36][CH2:35][NH:34][CH2:33][CH2:32]2)=[CH:15][CH:14]=3)=[C:7]2[C:3]=1[CH2:4][NH:5][C:6]2=[O:29] |f:3.4,5.6.7|. Reported procedure: In a similar manner to Step 2 of Example 6, 4-chloro-7-[1-(tert-butoxycarbonyl)-5-formylindol-2-yl]isoindolinone (34.5 mg, 0.0840 mmol) was dissolved in acetonitrile (1 mL), and the solution was treated with 4-amino-1-(tert-butoxycarbonyl)piperidine (70.1 mg, 0.350 mmol), acetic acid (0.100 mL, 1.74 mmol) and sodium triacetoxyborohydride (44.0 mg, 0.208 mmol). The reaction mixture was added with water and sodium carbonate to adjust the pH to 9. The mixture was extracted with ethyl acetate. The o... Starting materials: C[C@H](CC)OC=1C=CC=2CN(CCOC2N1)C(=O)OC(C)(C)C (tert-butyl 8-{[(1R)-1-methylpropyl]oxy}-2,3-dihydropyrido[3,2-f][1,4]oxazepine-4(5H)-carboxylate), Cl.C(C)(=O)OCC (hydrogen chloride ethyl acetate). Reaction conditions: time 3 hour. Product: Cl.C[C@H](CC)OC=1C=CC=2CNCCOC2N1 (8-{[(1R)-1-methylpropyl]oxy}-2,3,4,5-tetrahydropyrido[3,2-f][1,4]oxazepine hydrochloride). Yield: 60.0%. As a reaction SMILES: [CH3:1][C@@H:2]([O:5][C:6]1[CH:7]=[CH:8][C:9]2[CH2:10][N:11](C(OC(C)(C)C)=O)[CH2:12][CH2:13][O:14][C:15]=2[N:16]=1)[CH2:3][CH3:4].[ClH:24].C(OCC)(=O)C>>[ClH:24].[CH3:1][C@@H:2]([O:5][C:6]1[CH:7]=[CH:8][C:9]2[CH2:10][NH:11][CH2:12][CH2:13][O:14][C:15]=2[N:16]=1)[CH2:3][CH3:4] |f:1.2,3.4|. Procedure details: A mixture of the compound obtained in step 1 (0.70 g) and 4N hydrogen chloride/ethyl acetate (5 mL) was stirred at room temperature for 3 hr. The precipitate was collected by filtration, and the aqueous layer was basified and extracted with ethyl acetate and aqueous sodium hydroxide solution. The organic layer was washed with saturated brine and dried, and the solvent was evaporated under reduced pressure. Ethyl acetate was added to the residue, and 4N hydrogen chloride/ethyl acetate was added. ...